From a dataset of the Open Reaction Database (ORD), a public repository of structured organic reaction records. describe an organic reaction: reactants, conditions, products, and yield Reactants: CC(C)N, CO, COC(=O)CCC(=O)c1ccccc1OCC1CO1. Product: COC(=O)CCC(=O)c1ccccc1OCC(O)CNC(C)C. RXN SMILES: [CH3:20][CH:21]([CH3:22])[NH2:23].[CH3:24][OH:25].[O:1]1[CH:2]([CH2:3][O:4][c:5]2[c:6]([C:7](=[O:8])[CH2:9][CH2:10][C:11](=[O:12])[O:13][CH3:14])[cH:15][cH:16][cH:17][cH:18]2)[CH2:19]1>>[OH:1][CH:2]([CH2:3][O:4][c:5]1[c:6]([C:7](=[O:8])[CH2:9][CH2:10][C:11](=[O:12])[O:13][CH3:14])[cH:15][cH:16][cH:17][cH:18]1)[CH2:19][NH:23][CH:21]([CH3:20])[CH3:22]. The reactants are C(C1=CC=CC=C1)OC(C(CC1=CC(=C(C=C1)OC(CC=1N=C(OC1C)C1=CC=CC=C1)=O)CC1=CC=CC=C1)OCC)=O (3-{3-benzyl-4-[2-(5-methyl-2-phenyl-oxazol-4-yl)-acetoxy]-phenyl}-2-ethoxy-propionic acid benzyl ester), C(C1=CC=CC=C1)OC(C(CC1=CC(=C(C=C1)O)C)OCC)=O (2-ethoxy-3-(4-hydroxy-3-methyl-phenyl)-propionic acid benzyl ester), CC1=C(N=C(O1)C1=CC=CC=C1)CC(=O)O ((5-methyl-2-phenyl-oxazol-4-yl)-acetic acid). Product: C(C1=CC=CC=C1)OC(C(CC1=CC(=C(C=C1)OC(CC=1N=C(OC1C)C1=CC=CC=C1)=O)C)OCC)=O (2-Ethoxy-3-{3-methyl-4-[2-(5-methyl-2-phenyl-oxazol-4-yl)-acetoxy]-phenyl}-propionic acid benzyl ester), product. Yield: 94.5%. As a reaction SMILES: C(OC(=O)C(OCC)CC1C=CC(O)=C(C)C=1)C1C=CC=CC=1.CC1OC(C2C=CC=CC=2)=NC=1CC(O)=O.[CH2:40]([O:47][C:48](=[O:83])[CH:49]([O:80][CH2:81][CH3:82])[CH2:50][C:51]1[CH:56]=[CH:55][C:54]([O:57][C:58](=[O:72])[CH2:59][C:60]2[N:61]=[C:62]([C:66]3[CH:71]=[CH:70][CH:69]=[CH:68][CH:67]=3)[O:63][C:64]=2[CH3:65])=[C:53]([CH2:73]C2C=CC=CC=2)[CH:52]=1)[C:41]1[CH:46]=[CH:45][CH:44]=[CH:43][CH:42]=1>>[CH2:40]([O:47][C:48](=[O:83])[CH:49]([O:80][CH2:81][CH3:82])[CH2:50][C:51]1[CH:56]=[CH:55][C:54]([O:57][C:58](=[O:72])[CH2:59][C:60]2[N:61]=[C:62]([C:66]3[CH:67]=[CH:68][CH:69]=[CH:70][CH:71]=3)[O:63][C:64]=2[CH3:65])=[C:53]([CH3:73])[CH:52]=1)[C:41]1[CH:46]=[CH:45][CH:44]=[CH:43][CH:42]=1. Procedure: The title compound was prepared from 2-ethoxy-3-(4-hydroxy-3-methyl-phenyl)-propionic acid benzyl ester (311 mg, 0.98 mmol) and (5-methyl-2-phenyl-oxazol-4-yl)-acetic acid (215 mg, 0.98 mmol) in the same manner as described for 3-{3-benzyl-4-[2-(5-methyl-2-phenyl-oxazol-4-yl)-acetoxy]-phenyl}-2-ethoxy-propionic acid benzyl ester. The crude product was purified by column chromatography using DCM/iPrOH (95:5) as the eluent to afford the pure product as a solid (480 mg, 94.5%). 1H NMR (400 MHz, CDC... Reactants: CS(=O)(=O)OC1CN(CC1)C1=CC=C(C=C1)[N+](=O)[O-] (1-(4-nitrophenyl)pyrrolidin-3-yl methanesulphonate), CN1C=NC=C1 (1-methylimidazole). The yield is 81.4%. Product: CS(=O)(=O)[O-].C[N+]1=CN(C=C1)C1CN(CC1)C1=CC=C(C=C1)[N+](=O)[O-] (1 -methyl-3-[1-(4-nitrophenyl)pyrrolidin-3-yl]-3H-imidazol-1-ium methanesulphonate). Run in C(C)(=O)OCC (ethyl acetate). Reaction SMILES: [CH3:1][S:2]([O:5][CH:6]1[CH2:10][CH2:9][N:8]([C:11]2[CH:16]=[CH:15][C:14]([N+:17]([O-:19])=[O:18])=[CH:13][CH:12]=2)[CH2:7]1)(=[O:4])=[O:3].[CH3:20][N:21]1[CH:25]=[CH:24][N:23]=[CH:22]1>C(OCC)(=O)C>[CH3:1][S:2]([O-:5])(=[O:4])=[O:3].[CH3:20][N+:21]1[CH:25]=[CH:24][N:23]([CH:6]2[CH2:10][CH2:9][N:8]([C:11]3[CH:16]=[CH:15][C:14]([N+:17]([O-:19])=[O:18])=[CH:13][CH:12]=3)[CH2:7]2)[CH:22]=1 |f:3.4|. Procedure: 23 g (0.08 mol) of 1-(4-nitrophenyl)pyrrolidin-3-yl methanesulphonate (2) was heated for 8 hours at 85° C. in 150 g of 1-methylimidazole (1.82 mol). This solution was stirred in 2 l of ethyl acetate to the point of crystallization. After filtration and drying, 24 g of yellow powder (3) was obtained. Reactants: CC(C)(C)[O-], N#CCCN1CCCCC(CCl)C1, [H-], [K+], [Na+], CN(C)C=O, O. Product: N#CC1CC2CCCCN(C1)C2. RXN SMILES: [CH3:3][C:4]([CH3:5])([O-:6])[CH3:7].[Cl:9][CH2:10][CH:11]1[CH2:12][N:13]([CH2:18][CH2:19][C:20]#[N:21])[CH2:14][CH2:15][CH2:16][CH2:17]1.[H-:1].[K+:8].[Na+:2].[O:23]=[CH:24][N:25]([CH3:26])[CH3:27].[OH2:22]>>[CH2:10]1[CH:11]2[CH2:12][N:13]([CH2:14][CH2:15][CH2:16][CH2:17]2)[CH2:18][CH:19]1[C:20]#[N:21]. Reactants: O=C(O)Cc1ccc([N+](=O)[O-])cc1, COc1ccc(N)cc1C. Reagents/catalysts: CCOC(=O)C(=NO[P+](N1CCCC1)(N2CCCC2)N3CCCC3)C#N.F[P-](F)(F)(F)(F)F (PyOxim), CCN(C(C)C)C(C)C (DIPEA). The solvent is CN(C)C=O (DMF), CN(C)C=O (DMF), CN(C)C=O (DMF), CN(C)C=O (DMF), CN(C)C=O (DMF), CN(C)C=O (DMF). Run at temperature 25 celsius, time 2 hour. The product is COc1ccc(NC(=O)Cc2ccc([N+](=O)[O-])cc2)cc1C. The yield is 19.5%. As a reaction SMILES: COc1ccc(N)cc1C.O=C(O)Cc1ccc([N+](=O)[O-])cc1.CCOC(=O)C(=NO[P+](N1CCCC1)(N2CCCC2)N3CCCC3)C#N.F[P-](F)(F)(F)(F)F.CCN(C(C)C)C(C)C.CN(C)C=O>>COc1ccc(NC(=O)Cc2ccc([N+](=O)[O-])cc2)cc1C.